This data is from the Open Reaction Database (ORD), a public repository of structured organic reaction records. The task is: describe an organic reaction: reactants, conditions, products, and yield The reactants are CN(C)C=O, [Cl-], O=C1CCC(=O)N1Cl, [Li+], Nc1c(F)ccc2c1OCCC2. RXN SMILES: [CH3:23][N:24]([CH3:25])[CH:26]=[O:27].[Cl-:22].[Cl:13][N:14]1[C:15](=[O:16])[CH2:17][CH2:18][C:19]1=[O:20].[Li+:21].[NH2:1][c:2]1[c:3]([F:12])[cH:4][cH:5][c:6]2[c:11]1[O:10][CH2:9][CH2:8][CH2:7]2>>[NH2:1][c:2]1[c:3]([F:12])[cH:4][c:5]([Cl:13])[c:6]2[c:11]1[O:10][CH2:9][CH2:8][CH2:7]2. Product: Nc1c(F)cc(Cl)c2c1OCCC2. Starting materials: CN1N=CC=2C1=CC=C1N=C3C=CC=C(C3=NC21)C(=O)O (3-methyl-3H-Pyrazolo[4,3-α]phenazine-10-carboxylic acid), CN(CCN)C (N,N-dimethylethylenediamine). Yields the product CN(CCNC(=O)C1=CC=CC2=NC3=CC=C4C(=C3N=C12)C=NN4C)C (3-Methyl-3H-Pyrazolo[4,3-α]phenazine-10-carboxylic acid (2-dimethylamino-ethyl)-amide). RXN SMILES: [CH3:1][N:2]1[C:6]2=[CH:7][CH:8]=[C:9]3[C:18]([N:17]=[C:16]4[C:11]([CH:12]=[CH:13][CH:14]=[C:15]4[C:19](O)=[O:20])=[N:10]3)=[C:5]2[CH:4]=[N:3]1.[CH3:22][N:23]([CH3:27])[CH2:24][CH2:25][NH2:26]>>[CH3:22][N:23]([CH3:27])[CH2:24][CH2:25][NH:26][C:19]([C:15]1[C:16]2[C:11](=[N:10][C:9]3[C:18]([N:17]=2)=[C:5]2[CH:4]=[N:3][N:2]([CH3:1])[C:6]2=[CH:7][CH:8]=3)[CH:12]=[CH:13][CH:14]=1)=[O:20]. Procedure: 3-Methyl-3H-Pyrazolo[4,3-α]phenazine-10-carboxylic acid (2-dimethylamino-ethyl)-amide was prepared from 3-methyl-3H-Pyrazolo[4,3-α]phenazine-10-carboxylic acid (II.10) and N,N-dimethylethylenediamine The reactants are ClC1=CC=C(C=C1)C1=C(N=C(N1)C1=CC=C(C=C1)O)C(=O)NC=1SC=CN1 (5-(4-Chlorophenyl)-2-(4-hydroxyphenyl)-N-(2-thiazolyl)-imidazole-4-carboxamide), CN(CCO)C (2-dimethylaminoethanol), C1(=CC=CC=C1)P(C1=CC=CC=C1)C1=CC=CC=C1 (triphenylphosphine), N(=NC(=O)OCC)C(=O)OCC (diethyl azodicarboxylate). Yields the product ClC1=CC=C(C=C1)C1=C(N=C(N1)C1=CC=C(C=C1)OCCN(C)C)C(=O)NC=1SC=CN1 (5-(4-chlorophenyl)-2-(4-(2-dimethylamino-ethyloxy)phenyl)-N-(2-thiazolyl)imidazole-4-carboxamide). RXN SMILES: [Cl:1][C:2]1[CH:7]=[CH:6][C:5]([C:8]2[NH:12][C:11]([C:13]3[CH:18]=[CH:17][C:16]([OH:19])=[CH:15][CH:14]=3)=[N:10][C:9]=2[C:20]([NH:22][C:23]2[S:24][CH:25]=[CH:26][N:27]=2)=[O:21])=[CH:4][CH:3]=1.[CH3:28][N:29]([CH3:33])[CH2:30][CH2:31]O.C1(P(C2C=CC=CC=2)C2C=CC=CC=2)C=CC=CC=1.N(C(OCC)=O)=NC(OCC)=O>>[Cl:1][C:2]1[CH:7]=[CH:6][C:5]([C:8]2[NH:12][C:11]([C:13]3[CH:18]=[CH:17][C:16]([O:19][CH2:31][CH2:30][N:29]([CH3:33])[CH3:28])=[CH:15][CH:14]=3)=[N:10][C:9]=2[C:20]([NH:22][C:23]2[S:24][CH:25]=[CH:26][N:27]=2)=[O:21])=[CH:4][CH:3]=1. Procedure: 5-(4-Chlorophenyl)-2-(4-hydroxyphenyl)-N-(2-thiazolyl)-imidazole-4-carboxamide, 2-dimethylaminoethanol, triphenylphosphine and diethyl azodicarboxylate are reacted and treated in the same manner as in Example 24 to give 5-(4-chlorophenyl)-2-(4-(2-dimethylamino-ethyloxy)phenyl)-N-(2-thiazolyl)imidazole-4-carboxamide. Starting materials: ClCC(=O)Cl (chloroacetyl chloride), ClC(C(=O)OCC)=O (ethyl chloro-oxoacetate), [Cl-].C(C(=O)[O-])(=O)OCC (ethyl oxalate chloride), C1(=CC=CC=C1)NN (phenyl hydrazine). The solvent is O (water), O1CCCC1 (tetrahydrofuran), C(C)N(CC)CC (triethylamine), O (water). Reaction conditions: time 1 hour. Product: C(C)OC(=O)C=1OCC(N(N1)C1=CC=CC=C1)=O (2-ethoxycarbonyl-4-phenyl-4H-1,3,4-oxadiazine-5(6H)-one). Isolated yield 33.0%. Reaction SMILES: Cl[C:2](=[O:8])[C:3]([O:5][CH2:6][CH3:7])=[O:4].[Cl-].C([O:15][CH2:16][CH3:17])(=O)C([O-])=O.[C:18]1([NH:24][NH2:25])[CH:23]=[CH:22][CH:21]=[CH:20][CH:19]=1.ClCC(Cl)=O>O1CCCC1.O.C(N(CC)CC)C>[CH2:6]([O:5][C:3]([C:2]1[O:8][CH2:17][C:16](=[O:15])[N:24]([C:18]2[CH:23]=[CH:22][CH:21]=[CH:20][CH:19]=2)[N:25]=1)=[O:4])[CH3:7] |f:1.2|. Procedure details: 50 g (0.366 mole) ethyl chloro-oxoacetate (ethyl oxalate chloride, (4755-77-5) was added dropwise over 30 minutes into a solution of 39.5 g (0.365 mole) phenyl hydrazine and 50 ml triethylamine in 1000 ml tetrahydrofuran, under ice-cooling. After the dropwise addition, the mixture was stirred for 1 hour. Then the reaction mixture was poured into water and extracted with ethyl acetate, and the organic layer was successively washed with 10% aqueous citric acid, an aqueous sodium bicarbonate soluti... The reactants are [N+](=O)([O-])[O-].[K+] (potassium nitrate), C(C)(=O)NC1=CC=C2NC(C(N(C2=C1)C1CCCCC1)=O)=O (7-acetamido-1-cyclohexyl-2,3(1H,4H)-quinoxalinedione), ice water. Run in S(O)(O)(=O)=O (sulfuric acid). Run at temperature 0 celsius, time 2 hour. Product: NC1=C(C=C2NC(C(N(C2=C1)C1CCCCC1)=O)=O)[N+](=O)[O-] (7-Amino-1-cyclohexyl-6-nitro-2,3(1H,4H)-quinoxalinedione). The yield is 64.8%. As a reaction SMILES: C([NH:4][C:5]1[CH:14]=[C:13]2[C:8]([NH:9][C:10](=[O:22])[C:11](=[O:21])[N:12]2[CH:15]2[CH2:20][CH2:19][CH2:18][CH2:17][CH2:16]2)=[CH:7][CH:6]=1)(=O)C.[N+:23]([O-])([O-:25])=[O:24].[K+]>S(=O)(=O)(O)O>[NH2:4][C:5]1[CH:14]=[C:13]2[C:8]([NH:9][C:10](=[O:22])[C:11](=[O:21])[N:12]2[CH:15]2[CH2:20][CH2:19][CH2:18][CH2:17][CH2:16]2)=[CH:7][C:6]=1[N+:23]([O-:25])=[O:24] |f:1.2|. Procedure: 20.6 g (68 mmol) of 7-acetamido-1-cyclohexyl-2,3(1H,4H)-quinoxalinedione were dissolved in 250 ml of concentrated sulfuric acid. Then, at 0°-5° C., 7.2 g (71 mmol) of potassium nitrate were added a little at a time. The mixture was then stirred at 0° C. for 30 min and at room temperature for 2 h and subsequently poured into 1.5 1 of ice-water and then heated on a water bath for 4 h. The resulting precipitate was filtered off with suction. The filtrate was adjusted to pH 6 with a little ammonia s... The reactants are OC(=O)CCCC[C@@H]1SC[C@@H]2NC(=O)N[C@H]12 (biotin), C(C)(=O)O[C@@H](CCCCN1C(=O)N(C=2N=CN(C2C1=O)C)CCCCCCN)C ((R)-1-(5-acetoxyhexyl)-3-(6-aminohexyl)-7-methylxanthine), 4-N,N-dimethylaminopyridine. Run in CN(C=O)C (dimethylformamide). Conditions: time 6 hour. The product is C(C)(=O)OC(CCCCN1C(=O)N(C=2N=CN(C2C1=O)C)CCCCCCNC(CCCC[C@H]1SC[C@@H]2NC(=O)N[C@H]12)=O)C ((R)-1-(5-acetoxyhexyl)-3-(N-biotinyl-6-aminohexyl)-7-methylxanthine). Isolated yield 34.7%. RXN SMILES: O[C:2]([CH2:4][CH2:5][CH2:6][CH2:7][C@H:8]1[C@@H:16]2[C@@H:11]([NH:12][C:13]([NH:15]2)=[O:14])[CH2:10][S:9]1)=[O:3].[C:17]([O:20][C@H:21]([CH3:45])[CH2:22][CH2:23][CH2:24][CH2:25][N:26]1[C:35](=[O:36])[C:34]2[N:33]([CH3:37])[CH:32]=[N:31][C:30]=2[N:29]([CH2:38][CH2:39][CH2:40][CH2:41][CH2:42][CH2:43][NH2:44])[C:27]1=[O:28])(=[O:19])[CH3:18]>CN(C)C=O>[C:17]([O:20][CH:21]([CH3:45])[CH2:22][CH2:23][CH2:24][CH2:25][N:26]1[C:35](=[O:36])[C:34]2[N:33]([CH3:37])[CH:32]=[N:31][C:30]=2[N:29]([CH2:38][CH2:39][CH2:40][CH2:41][CH2:42][CH2:43][NH:44][C:2](=[O:3])[CH2:4][CH2:5][CH2:6][CH2:7][C@@H:8]2[C@@H:16]3[C@@H:11]([NH:12][C:13]([NH:15]3)=[O:14])[CH2:10][S:9]2)[C:27]1=[O:28])(=[O:19])[CH3:18]. Reported procedure: Disopropylcarbodiimide (113.5 mg, 0.55 mmol) was added to a solution of biotin (122 mg, 0.5 mmol), (R)-1-(5-acetoxyhexyl)-3-(6-aminohexyl)-7-methylxanthine(227 mg, 0.5 mmol) and 4-N,N-dimethylaminopyridine (73.3 mg, 0.6 mmol) in dimethylformamide. After stirring at room temperature for 6 hours, dimethylformamide was evaporated under reduced pressure. The residue was purified by flash chromatography on silica gel eluting with 20% methanol/ethyl acetate to provide (R)-1-(5-acetoxyhexyl)-3-(N-bioti... The reactants are C(=O)(OCC)N1CCN(CC1)C1CC2=C(SC3=C1C=C(C=C3)F)C=CC(=C2)C (1-carbethoxy-4-[8-fluoro-10,11-dihydro-2-methyl-dibenzo[b,f]thiepin-10-yl]-piperazine), C(CO)O (ethyleneglycol), [OH-].[K+] (potassium hydroxide). The product is FC=1C=CC2=C(C(CC3=C(S2)C=CC(=C3)C)N3CCNCC3)C1 (1-[8-fluoro-10,11-dihydro-2-methyl-dibenzo[b,f]thiepin-10-yl]-piperazine). Reaction SMILES: C([N:6]1[CH2:11][CH2:10][N:9]([CH:12]2[C:18]3[CH:19]=[C:20]([F:23])[CH:21]=[CH:22][C:17]=3[S:16][C:15]3[CH:24]=[CH:25][C:26]([CH3:28])=[CH:27][C:14]=3[CH2:13]2)[CH2:8][CH2:7]1)(OCC)=O.C(O)CO.[OH-].[K+]>O>[F:23][C:20]1[CH:21]=[CH:22][C:17]2[S:16][C:15]3[CH:24]=[CH:25][C:26]([CH3:28])=[CH:27][C:14]=3[CH2:13][CH:12]([N:9]3[CH2:10][CH2:11][NH:6][CH2:7][CH2:8]3)[C:18]=2[CH:19]=1 |f:2.3|. Solvent: O (water), O (water). Reported procedure: 24.5 G. of 1-carbethoxy-4-[8-fluoro-10,11-dihydro-2-methyl-dibenzo[b,f]thiepin-10-yl]-piperazine, 350 ml. of ethyleneglycol, 19 g. of potassium hydroxide and 15 ml. of water are heated at 160° C. for 1 hour. The mixture is poured into water and extracted with chloroform. The organic phase is washed with water, dried over magnesium sulfate, evaporated under reduced pressure, and there is obtained 1-[8-fluoro-10,11-dihydro-2-methyl-dibenzo[b,f]thiepin-10-yl]-piperazine as a light-brown oil. The reactants are C(=O)C1=CC=C(N(CCOC(C2=CC=CC=C2)=O)CC)C=C1 (4-Formyl-N-ethyl-N-(2-benzoyloxyethyl)aniline), C([O-])([O-])=O.[K+].[K+] (potassium carbonate), Cl (hydrochloric acid), C(C)OCC (diethyl ether). Solvent: CO (methanol), O (water). Conditions: time 4 hour. Yields the product C(C)N(C1=CC=C(C=C1)C=O)CCO (N-Ethyl-N-(2-hydroxyethyl)-4-formylaniline). The yield is 50.7%. RXN SMILES: [CH:1]([C:3]1[CH:22]=[CH:21][C:6]([N:7]([CH2:19][CH3:20])[CH2:8][CH2:9][O:10]C(=O)C2C=CC=CC=2)=[CH:5][CH:4]=1)=[O:2].C(=O)([O-])[O-].[K+].[K+].Cl.C(OCC)C>CO.O>[CH2:19]([N:7]([CH2:8][CH2:9][OH:10])[C:6]1[CH:21]=[CH:22][C:3]([CH:1]=[O:2])=[CH:4][CH:5]=1)[CH3:20] |f:1.2.3|. Procedure details: 4-Formyl-N-ethyl-N-(2-benzoyloxyethyl)aniline (16 g, 51 mmol) was added to a stirring suspension of potassium carbonate (9 g, 65 mmol) in methanol (150 mL) and water (50 mL). Stirring was continued at room temperature for 4 hours followed by addition of 1 molar hydrochloric acid (250 mL) and extraction into diethyl ether (3×100 mL). The combined ether layers were washed with saturated sodium bicarbonate (200 mL), water (200 mL), saturated sodium chloride (200 mL), dried over magnesium sulfate an... Starting materials: ClC1=NC=C(C(=N1)NC(CNC(OC(C)(C)C)=O)(C)C)C#CC(OCC)OCC (tert-butyl N-[2-[[2-chloro-5-(3,3-diethoxyprop-1-ynyl)pyrimidin-4-yl]amino]-2-methyl-propyl]carbamate), CCCC[N+](CCCC)(CCCC)CCCC.[F-] (TBAF), tert-butyl N-[2-[2-chloro-6-(diethoxymethyl)pyrrolo[2,3d]pyrimidin-7-yl]ethyl]carbamate. The product is ClC=1N=CC2=C(N1)N(C(=C2)C(OCC)OCC)C2(CCCC2)CNC(OC(C)(C)C)=O (tert-butyl N-[[1-[2-chloro-6-(diethoxymethyl)pyrrolo[2,3-d]pyrimidin-7-yl]cyclopentyl]methyl]carbamate). Reaction SMILES: [Cl:1][C:2]1[N:7]=[C:6]([NH:8][C:9]([CH3:20])([CH3:19])[CH2:10][NH:11][C:12](=[O:18])[O:13][C:14]([CH3:17])([CH3:16])[CH3:15])[C:5]([C:21]#[C:22][CH:23]([O:27][CH2:28][CH3:29])[O:24][CH2:25][CH3:26])=[CH:4][N:3]=1.[CH3:30][CH2:31]CC[N+](CCCC)(CCCC)CCCC.[F-]>>[Cl:1][C:2]1[N:3]=[CH:4][C:5]2[CH:21]=[C:22]([CH:23]([O:24][CH2:25][CH3:26])[O:27][CH2:28][CH3:29])[N:8]([C:9]3([CH2:10][NH:11][C:12](=[O:18])[O:13][C:14]([CH3:17])([CH3:15])[CH3:16])[CH2:19][CH2:31][CH2:30][CH2:20]3)[C:6]=2[N:7]=1 |f:1.2|. Procedure details: tert-butyl N-[[1-[2-chloro-6-(diethoxymethyl)pyrrolo[2,3-d]pyrimidin-7-yl]cyclopentyl]methyl]carbamate is synthesized by treating tert-butyl N-[2-[[2-chloro-5-(3,3-diethoxyprop-1-ynyl)pyrimidin-4-yl]amino]-2-methyl-propyl]carbamate with TBAF using similar experimental conditions as described for the synthesis tert-butyl N-[2-[2-chloro-6-(diethoxymethyl)pyrrolo[2,3d]pyrimidin-7-yl]ethyl]carbamate. LCMS (ESI) 4534 (M+H).